Dataset: the Open Reaction Database (ORD), a public repository of structured organic reaction records. Task: describe an organic reaction: reactants, conditions, products, and yield The reactants are C(=O)(O)CCC1=C(NC(=C1C)C=O)C (3-(2-Carboxyethyl)-2,4-dimethyl-5-formylpyrrole), COC=1C=C(C=CC1)C1=CC=C2CC(NC2=C1)=O (6-(3-methoxyphenyl)-2-oxindole). Reagents/catalysts: N1CCCCC1 (piperidine). Run in C(C)O (ethanol). Product: COC=1C=C(C=CC1)C1=CC=C2C(C(NC2=C1)=O)=CC1=C(C(=C(N1)C)CCC(=O)O)C (3-{5-[6-(3-Methoxy-phenyl)-2-oxo-1,2-dihydroindol-3-ylidenemethyl]-2,4-dimethyl-1H-pyrrol-3-yl}-propionic acid). Yield: 91.0%. As a reaction SMILES: [C:1]([CH2:4][CH2:5][C:6]1[C:10]([CH3:11])=[C:9]([CH:12]=O)[NH:8][C:7]=1[CH3:14])([OH:3])=[O:2].[CH3:15][O:16][C:17]1[CH:18]=[C:19]([C:23]2[CH:31]=[C:30]3[C:26]([CH2:27][C:28](=[O:32])[NH:29]3)=[CH:25][CH:24]=2)[CH:20]=[CH:21][CH:22]=1>N1CCCCC1.C(O)C>[CH3:15][O:16][C:17]1[CH:18]=[C:19]([C:23]2[CH:31]=[C:30]3[C:26]([C:27](=[CH:12][C:9]4[NH:8][C:7]([CH3:14])=[C:6]([CH2:5][CH2:4][C:1]([OH:3])=[O:2])[C:10]=4[CH3:11])[C:28](=[O:32])[NH:29]3)=[CH:25][CH:24]=2)[CH:20]=[CH:21][CH:22]=1. Procedure details: 3-(2-Carboxyethyl)-2,4-dimethyl-5-formylpyrrole (117 mg), 120 mg 6-(3-methoxyphenyl)-2-oxindole and 3 drops piperidine in 3 mL of ethanol were heated at 90° C. overnight. The reaction mixture was cooled and concentrated. The residue was suspended in 6 N aqueous hydrochloric acid. The precipitate was filtered, washed with water to pH 6 and dried in a vacuum oven overnight to give 190 mg (91%) of the title compound as a brown solid.